Dataset: the Open Reaction Database (ORD), a public repository of structured organic reaction records. Task: describe an organic reaction: reactants, conditions, products, and yield Starting materials: N1CCOCC1 (Morpholine), [H-].[Na+] (Sodium hydride), OC1CNS(C2=C1C=C(S2)S(=O)(=O)NC(C)(C)C)(=O)=O (3,4-Dihydro-4-hydroxy-N-(1,1-dimethylethyl)-2H-thieno[3,2-e]-1,2-thiazine-6-sulfonamide 1,1-dioxide), BrCC=CCBr (1,4-dibromo-2-butene). The solvent is CN(C)C=O (DMF). Run at time 20 minute. Yields the product OC1CN(S(C2=C1C=C(S2)S(=O)(=O)NC(C)(C)C)(=O)=O)CC=CCN2CCOCC2 (3,4-Dihydro-4-hydroxy-N-(1,1-dimethylethyl)-2-[4-(4-morpholinyl)-2-butenyl]-2H-thieno[3,2-e]-1,2-thiazine-6-sulfonamide 1,1-dioxide). The yield is 58.0%. RXN SMILES: [H-].[Na+].[OH:3][CH:4]1[C:9]2[CH:10]=[C:11]([S:13]([NH:16][C:17]([CH3:20])([CH3:19])[CH3:18])(=[O:15])=[O:14])[S:12][C:8]=2[S:7](=[O:22])(=[O:21])[NH:6][CH2:5]1.Br[CH2:24][CH:25]=[CH:26][CH2:27]Br.[NH:29]1[CH2:34][CH2:33][O:32][CH2:31][CH2:30]1>CN(C=O)C>[OH:3][CH:4]1[C:9]2[CH:10]=[C:11]([S:13]([NH:16][C:17]([CH3:18])([CH3:19])[CH3:20])(=[O:14])=[O:15])[S:12][C:8]=2[S:7](=[O:22])(=[O:21])[N:6]([CH2:24][CH:25]=[CH:26][CH2:27][N:29]2[CH2:34][CH2:33][O:32][CH2:31][CH2:30]2)[CH2:5]1 |f:0.1|. Reported procedure: Sodium hydride (60% dispersion in mineral oil, 0.113 g, 2.82 mmol) was added to a solution of the product from Example 1, Step F (0.80 g, 2.35 mmol) in anhydrous DMF (50 mL) under nitrogen. After 20 min, the reaction mixture was cooled (ice bath), 1,4-dibromo-2-butene (0.754 g, 3.53 mmol) was added and the mixture stirred for 2 h. Morpholine (5 mL) was added and the reaction mixture was stirred at ambient temperature for 18 h. DMF was evaporated under reduced pressure and the residue was mixed w... The reactants are ClCCI (1-chloro-2-iodoethane), C(CCC)[Li] (n-Butyllithium), C(C)(C)(C)OC(NC=1C=NC(=CC1)OC)=O (tert-butyl-6-methoxypyridin-3-ylcarbamate), CN(CCN(C)C)C (N,N,N′,N′-tetramethylethylenediamine). Solvent: C(C)OCC (diethyl ether), C(C)OCC (diethyl ether). Run at temperature -78 celsius, time 30 minute. Yields the product C(C)(C)(C)OC(NC=1C=NC(=CC1I)OC)=O ((6-Methoxy-4-iodo-pyridin-3-yl)-carbamic acid tert-butyl ester), solid. Yield: 72.0%. RXN SMILES: C([Li])CCC.[C:6]([O:10][C:11](=[O:21])[NH:12][C:13]1[CH:14]=[N:15][C:16]([O:19][CH3:20])=[CH:17][CH:18]=1)([CH3:9])([CH3:8])[CH3:7].CN(C)CCN(C)C.ClCC[I:33]>C(OCC)C>[C:6]([O:10][C:11](=[O:21])[NH:12][C:13]1[CH:14]=[N:15][C:16]([O:19][CH3:20])=[CH:17][C:18]=1[I:33])([CH3:9])([CH3:8])[CH3:7]. Reported procedure: n-Butyllithium (2.5M in hexanes, 100 mL, 240 mmol) was added dropwise over 1 h to a cooled (−78° C.) mixture of tert-butyl-6-methoxypyridin-3-ylcarbamate (16 g, 71 mmol) and N,N,N′,N′-tetramethylethylenediamine (34 mL, 221 mmol) in diethyl ether (100 mL). The reaction was stirred at −78° C. for 30 minutes, then warmed to −20° C. and left stirring for 3 h. The reaction mixture was transferred via cannula over fifteen minutes to a cold (−78° C.) solution of 1-chloro-2-iodoethane (48 g, 243 mmol) i... Reactants: C(C)#N (acetonitrile), BrC1=CC2=C(C(NS2(=O)=O)=O)C=C1 (6-bromo-1,2-benzisothiazol-3(2H)-one 1,1-dioxide), P(Cl)(Cl)(Cl)(Cl)Cl (phosphorus pentachloride), N1(CCCCC1)CC=1C=C(OCCCN)C=CC1 (3-[3-[(1-piperidinyl)methyl]phenoxy]propylamine). Run in ClC1=C(C=CC=C1)Cl (o-dichlorobenzene). Reaction conditions: time 1 hour. The product is Cl.N1(CCCCC1)CC=1C=C(OCCCNC2=NS(C3=C2C=CC(=C3)Br)(=O)=O)C=CC1 (N-[3-[3-[(1-piperidinyl)methyl]phenoxy]propyl]-6-bromo-1,2-benzisothiazol-3-amine 1,1-dioxide, hydrochloride). RXN SMILES: [Br:1][C:2]1[CH:13]=[CH:12][C:5]2[C:6](=O)[NH:7][S:8](=[O:10])(=[O:9])[C:4]=2[CH:3]=1.P(Cl)(Cl)(Cl)(Cl)[Cl:15].[N:20]1([CH2:26][C:27]2[CH:28]=[C:29]([CH:35]=[CH:36][CH:37]=2)[O:30][CH2:31][CH2:32][CH2:33][NH2:34])[CH2:25][CH2:24][CH2:23][CH2:22][CH2:21]1.C(#N)C>ClC1C=CC=CC=1Cl>[ClH:15].[N:20]1([CH2:26][C:27]2[CH:28]=[C:29]([CH:35]=[CH:36][CH:37]=2)[O:30][CH2:31][CH2:32][CH2:33][NH:34][C:6]2[C:5]3[CH:12]=[CH:13][C:2]([Br:1])=[CH:3][C:4]=3[S:8](=[O:10])(=[O:9])[N:7]=2)[CH2:25][CH2:24][CH2:23][CH2:22][CH2:21]1 |f:5.6|. Reported procedure: A mixture of 4.00 g (15 mmol) 6-bromo-1,2-benzisothiazol-3(2H)-one 1,1-dioxide and 3.57 g (17 mmol) phosphorus pentachloride in 5 ml o-dichlorobenzene is heated from ambient temperature to 160° C. over one hour and is held at that temperature for one additional hour. Upon cooling, liquids are removed in vacuo and the residual 6-bromo-3-chlorobenzisothiazole 1,1-dioxide is suspended in acetonitrile and added portionwise to a solution of 3.7 g (15 mmol) 3-[3-[(1-piperidinyl)methyl]phenoxy]propylam... Starting materials: CCOCCOc1ccc(OB([O-])[O-])cc1Cl, CN(Cc1ccc(NC(=O)C2=Cc3cc(Br)ccc3S(=O)(=O)CC2)cc1)C1CCOCC1, O=C([O-])[O-], CCO, [K+], [K+], O, Cc1ccccc1. Product: CCOCCOc1ccc(-c2ccc3c(c2)C=C(C(=O)Nc2ccc(CN(C)C4CCOCC4)cc2)CCS3(=O)=O)cc1Cl. Reaction SMILES: [B:33]([O-:34])([O-:48])[O:49][c:35]1[cH:36][c:37]([Cl:47])[c:38]([O:41][CH2:42][CH2:43][O:44][CH2:45][CH3:46])[cH:39][cH:40]1.[Br:1][c:2]1[cH:3][cH:4][c:5]2[c:6]([cH:32]1)[CH:7]=[C:8]([C:14](=[O:15])[NH:16][c:17]1[cH:18][cH:19][c:20]([CH2:23][N:24]([CH:25]3[CH2:26][CH2:27][O:28][CH2:29][CH2:30]3)[CH3:31])[cH:21][cH:22]1)[CH2:9][CH2:10][S:11]2(=[O:12])=[O:13].[C:50](=[O:51])([O-:52])[O-:53].[CH2:57]([OH:58])[CH3:59].[K+:54].[K+:55].[OH2:56].[c:60]1([CH3:61])[cH:62][cH:63][cH:64][cH:65][cH:66]1>>[c:2]1(-[c:35]2[cH:36][c:37]([Cl:47])[c:38]([O:41][CH2:42][CH2:43][O:44][CH2:45][CH3:46])[cH:39][cH:40]2)[cH:3][cH:4][c:5]2[c:6]([cH:32]1)[CH:7]=[C:8]([C:14](=[O:15])[NH:16][c:17]1[cH:18][cH:19][c:20]([CH2:23][N:24]([CH:25]3[CH2:26][CH2:27][O:28][CH2:29][CH2:30]3)[CH3:31])[cH:21][cH:22]1)[CH2:9][CH2:10][S:11]2(=[O:12])=[O:13]. Reactants: ClCC1=C(C=C(C(=C1)CCl)C(C)C)C(C)C (2,4-Bis-(chloromethyl)-1,5-diisopropylbenzene), C(C)(=O)[O-].[Na+] (sodium acetate). Run in CN(C=O)C (dimethylformamide). Product: C(C)(=O)OCC1=C(C=C(C(=C1)COC(C)=O)C(C)C)C(C)C (2,4-Bis-(acetoxymethyl)-1,5-diisopropylbenzene). As a reaction SMILES: Cl[CH2:2][C:3]1[CH:8]=[C:7]([CH2:9]Cl)[C:6]([CH:11]([CH3:13])[CH3:12])=[CH:5][C:4]=1[CH:14]([CH3:16])[CH3:15].[C:17]([O-:20])(=[O:19])[CH3:18].[Na+]>CN(C)C=O>[C:17]([O:20][CH2:2][C:3]1[CH:8]=[C:7]([CH2:9][O:20][C:17](=[O:19])[CH3:18])[C:6]([CH:11]([CH3:13])[CH3:12])=[CH:5][C:4]=1[CH:14]([CH3:16])[CH3:15])(=[O:19])[CH3:18] |f:1.2|. Reported procedure: 40.0 g (154 mmol) of the compound from Example 1 and 22.7 g (277 mmol) of sodium acetate are heated overnight at 80° C. in 200 ml of dimethylformamide. After distilling off the solvent, the residue is taken up with petroleum ether, washed with water and dried using sodium sulphate. Starting materials: Cl.C(C)OC(=N)C1=CC=CC=C1 (benzenecarboximidic acid ethyl ester hydrochloride), Cl.C(C)OC(=N)C1=CC=CC=C1 (benzenecarboximidic acid ethyl ester hydrochloride), N[C@@H]([C@H](O)C1=CC=C(C=C1)S(=O)(=O)C)CO ((1R,2R)-2-amino-1-[4-(methylsulfonyl)phenyl]-1,3-propanediol), [OH-].[Na+] (sodium hydroxide), N[C@@H]([C@H](O)C1=CC=C(C=C1)S(=O)(=O)C)CO ((1R,2R)-2-amino-1-[4-(methylsulfonyl)phenyl]-1,3-propanediol), Cl (HCl), C(C)OC([C@H]([C@H](O)C1=CC=C(C=C1)S(=O)(=O)C)N)=O ((2S,3R)-Ethyl-2-amino-3-[4-(methylsulfonyl)phenyl]-3-hydroxy-propanoate), [BH4-].[K+] (potassium borohydride). The solvent is OCC(O)CO (glycerin), O (water), CO (methanol). Yields the product CS(=O)(=O)C1=CC=C(C=C1)[C@@H]1[C@H](N=C(O1)C1=CC=CC=C1)CO ((4R,5R)-4,5-Dihydro-5-[4-(methylsulfonyl)phenyl]-2-phenyl-4-oxazolemethanol). As a reaction SMILES: C(O[C:4](=[O:19])[C@@H:5]([NH2:18])[C@@H:6]([C:8]1[CH:13]=[CH:12][C:11]([S:14]([CH3:17])(=[O:16])=[O:15])=[CH:10][CH:9]=1)[OH:7])C.[BH4-].[K+].Cl.[OH-].[Na+].N[C@H](CO)[C@@H:27]([C:29]1[CH:34]=[CH:33][C:32](S(C)(=O)=O)=[CH:31][CH:30]=1)O.Cl.C(OC(C1C=CC=CC=1)=N)C>CO.OCC(CO)O.O>[CH3:17][S:14]([C:11]1[CH:10]=[CH:9][C:8]([C@H:6]2[O:7][C:27]([C:29]3[CH:34]=[CH:33][CH:32]=[CH:31][CH:30]=3)=[N:18][C@@H:5]2[CH2:4][OH:19])=[CH:13][CH:12]=1)(=[O:15])=[O:16] |f:1.2,4.5,7.8|. Procedure details: (2S,3R)-Ethyl-2-amino-3-[4-(methylsulfonyl)phenyl]-3-hydroxy-propanoate (Compound VIc) (10 g, 0.0348 moles) in methanol (about 100 mL) is reacted in a reaction vessel with potassium borohydride (about 2.8 g, 0.0522 moles) over about 6 hours while maintaining the temperature below about 60° C. The reaction is cooled to ambient room temperature and about 1N HCl and water (about 15 mL) are added. Thereafter, the mixture is neutralized with sodium hydroxide (about 25%) to generate (1R,2R)-2-amino-1-...